Dataset: the Open Reaction Database (ORD), a public repository of structured organic reaction records. Task: describe an organic reaction: reactants, conditions, products, and yield Starting materials: ClC1=C(C=CC=C1)C(C)=O (1-(2-chlorophenyl)ethanone), ClCC=1N=C(OC1)C1=CC(=C(C=C1)OC)OCC1CC1 (4-chloromethyl-2-(3-cyclopropylmethoxy-4-methoxyphenyl)oxazole). Product: ClC1=C(C=CC=C1)C(CCC=1N=C(OC1)C1=CC(=C(C=C1)OC)OCC1CC1)=O (1-(2-chlorophenyl)-3-[2-(3-cyclopropylmethoxy-4-methoxyphenyl)oxazol-4-yl]propan-1-one). Isolated yield 13.3%. Reaction SMILES: [Cl:1][C:2]1[CH:7]=[CH:6][CH:5]=[CH:4][C:3]=1[C:8](=[O:10])[CH3:9].Cl[CH2:12][C:13]1[N:14]=[C:15]([C:18]2[CH:23]=[CH:22][C:21]([O:24][CH3:25])=[C:20]([O:26][CH2:27][CH:28]3[CH2:30][CH2:29]3)[CH:19]=2)[O:16][CH:17]=1>>[Cl:1][C:2]1[CH:7]=[CH:6][CH:5]=[CH:4][C:3]=1[C:8](=[O:10])[CH2:9][CH2:12][C:13]1[N:14]=[C:15]([C:18]2[CH:23]=[CH:22][C:21]([O:24][CH3:25])=[C:20]([O:26][CH2:27][CH:28]3[CH2:30][CH2:29]3)[CH:19]=2)[O:16][CH:17]=1. Reported procedure: Using 0.31 g of 1-(2-chlorophenyl)ethanone and 0.59 g of 4-chloromethyl-2-(3-cyclopropylmethoxy-4-methoxyphenyl)oxazole obtained in Reference Example 11, 0.11 g of colorless oily 1-(2-chlorophenyl)-3-[2-(3-cyclopropylmethoxy-4-methoxyphenyl)oxazol-4-yl]propan-1-one was obtained in the same manner as in Example 177. The reactants are Cl (hydrochloric acid), OC(CC[C@H]1CCC([C@@H]1CCCCCCC(=O)O)=O)CCCCC (15-hydroxy-9-oxoprostanoic acid), OO (hydrogen peroxide), C1CCC2CCCC3CCCC1B23.[Li] (lithium perhydro-9b-boraphenalylhydride), [OH-].[Na+] (sodium hydroxide). Run in O1CCCC1 (tetrahydrofuran), CCOCC (Ether). Yields the product O[C@@H]1[C@H](CCCCCCC(=O)O)[C@H](CC1)CCC(CCCCC)O (9α,15-dihydroxyprostanoic acid). Reaction SMILES: [OH:1][CH:2]([CH2:20][CH2:21][CH2:22][CH2:23][CH3:24])[CH2:3][CH2:4][C@@H:5]1[C@@H:9]([CH2:10][CH2:11][CH2:12][CH2:13][CH2:14][CH2:15][C:16]([OH:18])=[O:17])[C:8](=[O:19])[CH2:7][CH2:6]1.C1C2B3C(CCC2)CCCC3CC1.[Li].[OH-].[Na+].OO.Cl>CCOCC.O1CCCC1>[OH:19][C@H:8]1[CH2:7][CH2:6][C@H:5]([CH2:4][CH2:3][CH:2]([OH:1])[CH2:20][CH2:21][CH2:22][CH2:23][CH3:24])[C@H:9]1[CH2:10][CH2:11][CH2:12][CH2:13][CH2:14][CH2:15][C:16]([OH:18])=[O:17] |f:1.2,3.4,^1:37|. Reported procedure: To a solution of 433 mg. of 15-hydroxy-9-oxoprostanoic acid (Example 186) in 4.5 ml. of tetrahydrofuran, stirred in an ice-bath under nitrogen atmosphere, is added dropwise 3.7 ml. of 0.76 M lithium perhydro-9b-boraphenalylhydride. After 40 minutes at 0°C. there is added 1.62 ml. of 3N sodium hydroxide followed by 1.62 ml. of 30% hydrogen peroxide. Ether is added and the resulting solution is acidified with 2N hydrochloric acid. The ether layer is washed several times with saturated sodium chlor... Reactants: C(C)[C@@H]1C[C@H](C[C@@H]1C1=NN=C2N1C1=C(N=C2)N(C=C1)S(=O)(=O)C1=CC=C(C)C=C1)O ((1R,3R,4S)-3-ethyl-4-(6-tosyl-6H-pyrrolo[2,3-e][1,2,4]triazolo[4,3-a]pyrazin-1-yl)cyclopentanol), C(OC1=CC=C(C=C1)[N+](=O)[O-])(=O)Cl (4-nitrophenyl carbonochloridate). Reagents/catalysts: CN(C)C=1C=CN=CC1 (DMAP). The solvent is C(O[C@@H]1C[C@H]([C@H](C1)C1=NN=C2N1C1=C(N=C2)N(C=C1)S(=O)(=O)C1=CC=C(C)C=C1)CC)(OC1=CC=C(C=C1)[N+](=O)[O-])=O ((1R,3R,4S)-3-ethyl-4-(6-tosyl-6H-pyrrolo[2,3-e][1,2,4]triazolo[4,3-a]pyrazin-1-yl)cyclopentyl 4-nitrophenyl carbonate), N1=CC=CC=C1 (pyridine). Run at time 1 hour. Yields the product C(OC1CC(C(C1)C1=NN=C2N1C1=C(N=C2)N(C=C1)S(=O)(=O)C1=CC=C(C)C=C1)CC)(OC1=CC=C(C=C1)[N+](=O)[O-])=O (3-ethyl-4-(6-tosyl-6H-pyrrolo[2,3-e][1,2,4]triazolo[4,3-a]pyrazin-1-yl)cyclopentyl 4-nitrophenyl carbonate). Reaction SMILES: [CH2:1]([C@H:3]1[C@@H:7]([C:8]2[N:12]3[C:13]4[CH:19]=[CH:18][N:17]([S:20]([C:23]5[CH:29]=[CH:28][C:26]([CH3:27])=[CH:25][CH:24]=5)(=[O:22])=[O:21])[C:14]=4[N:15]=[CH:16][C:11]3=[N:10][N:9]=2)[CH2:6][C@H:5]([OH:30])[CH2:4]1)[CH3:2].[C:31](Cl)(=[O:42])[O:32][C:33]1[CH:38]=[CH:37][C:36]([N+:39]([O-:41])=[O:40])=[CH:35][CH:34]=1>N1C=CC=CC=1.CN(C1C=CN=CC=1)C.C(=O)(OC1C=CC([N+]([O-])=O)=CC=1)O[C@H]1C[C@H](C2N3C4C=CN(S(C5C=CC(C)=CC=5)(=O)=O)C=4N=CC3=NN=2)[C@H](CC)C1>[C:31](=[O:42])([O:32][C:33]1[CH:34]=[CH:35][C:36]([N+:39]([O-:41])=[O:40])=[CH:37][CH:38]=1)[O:30][CH:5]1[CH2:6][CH:7]([C:8]2[N:12]3[C:13]4[CH:19]=[CH:18][N:17]([S:20]([C:23]5[CH:24]=[CH:25][C:26]([CH3:27])=[CH:28][CH:29]=5)(=[O:22])=[O:21])[C:14]=4[N:15]=[CH:16][C:11]3=[N:10][N:9]=2)[CH:3]([CH2:1][CH3:2])[CH2:4]1. Procedure details: To a scalemic mixture enriched in (1R,3R,4S)-3-ethyl-4-(6-tosyl-6H-pyrrolo[2,3-e][1,2,4]triazolo[4,3-a]pyrazin-1-yl)cyclopentanol (1.20 g, 2.82 mmol) in pyridine (10 mL) was added DMAP (0.103 g, 0.846 mmol) and 4-nitrophenyl carbonochloridate (0.853 g, 4.23 mmol). The resulting mixture was stirred at ambient temperature for about 1 h. The reaction mixture was purified using silica gel chromatography eluting with 0-30% EtOAc in DCM to give a scalemic mixture enriched in (1R,3R,4S)-3-ethyl-4-(6-to... The product is COC=1C=C(C=CC1)CCNC1=CC=CC=C1 ({2-(3-Methoxyphenyl)ethyl}phenylamine). RXN SMILES: [CH3:1][O:2][C:3]1[CH:4]=[C:5]([CH2:9][C:10]([NH:12][C:13]2[CH:18]=[CH:17][CH:16]=[CH:15][CH:14]=2)=O)[CH:6]=[CH:7][CH:8]=1.[H-].[Al+3].[Li+].[H-].[H-].[H-]>O1CCCC1>[CH3:1][O:2][C:3]1[CH:4]=[C:5]([CH2:9][CH2:10][NH:12][C:13]2[CH:18]=[CH:17][CH:16]=[CH:15][CH:14]=2)[CH:6]=[CH:7][CH:8]=1 |f:1.2.3.4.5.6|. Starting materials: COC=1C=C(C=CC1)CC(=O)NC1=CC=CC=C1 (2-(3-methoxyphenyl)-N-phenylacetamide), [H-].[Al+3].[Li+].[H-].[H-].[H-] (lithium aluminum hydride). Isolated yield 68.9%. Procedure: To a solution of 2-(3-methoxyphenyl)-N-phenylacetamide (2.0 g, 8.3 mmol) in anhydrous tetrahydrofuran (30 mL) under nitrogen was added lithium aluminum hydride (1.59 g, 42 mmol) in small portions over a 1 hour period. After 16 hours, the reaction was poured over ice and the crude product extracted with ethyl acetate (2×100 mL). The organic layer was dried over MgSO4, filtered and concentrated to provide the title compound (1.3 g, 69% yield): EI-MS (m/z) 227. Conditions: time 16 hour. The solvent is O1CCCC1 (tetrahydrofuran).